Dataset: the Open Reaction Database (ORD), a public repository of structured organic reaction records. Task: describe an organic reaction: reactants, conditions, products, and yield The reactants are C1CCNCC1, CC(C)(C)[O-], Cc1ccc(Cl)cc1, Cc1ccccc1, [Na+]. Product: Cc1ccc(N2CCCCC2)cc1. RXN SMILES: [CH2:9]1[CH2:10][CH2:11][NH:12][CH2:13][CH2:14]1.[CH3:15][C:16]([CH3:17])([O-:18])[CH3:19].[CH3:1][c:2]1[cH:3][cH:4][c:5]([Cl:8])[cH:6][cH:7]1.[CH3:21][c:22]1[cH:23][cH:24][cH:25][cH:26][cH:27]1.[Na+:20]>>[CH3:1][c:2]1[cH:3][cH:4][c:5]([N:12]2[CH2:11][CH2:10][CH2:9][CH2:14][CH2:13]2)[cH:6][cH:7]1. The reactants are CI, CO, CCC=C(C)C(O)CCCCCC, Cc1ccccc1, [H-], [Na+], O. The product is CCC=C(C)C(CCCCCC)OC. Reaction SMILES: [CH3:16][I:17].[CH3:18][OH:19].[CH3:1][C:2](=[CH:3][CH2:4][CH3:5])[CH:6]([CH2:7][CH2:8][CH2:9][CH2:10][CH2:11][CH3:12])[OH:13].[CH3:20][c:21]1[cH:22][cH:23][cH:24][cH:25][cH:26]1.[H-:14].[Na+:15].[OH2:27]>>[CH3:1][C:2](=[CH:3][CH2:4][CH3:5])[CH:6]([CH2:7][CH2:8][CH2:9][CH2:10][CH2:11][CH3:12])[O:13][CH3:16]. Starting materials: COC(=O)Cl, Cl, CN(C(=O)N(C)C1CCNCC1c1ccc(F)cc1)c1cc(C(F)(F)F)cc(C(F)(F)F)c1. The product is COC(=O)N1CCC(N(C)C(=O)N(C)c2cc(C(F)(F)F)cc(C(F)(F)F)c2)C(c2ccc(F)cc2)C1. As a reaction SMILES: [C:35]([O:36][CH3:37])(=[O:38])[Cl:39].[ClH:1].[F:2][C:3]([c:4]1[cH:5][c:6]([N:14]([C:15](=[O:16])[N:17]([CH3:18])[CH:19]2[CH:20]([c:25]3[cH:26][cH:27][c:28]([F:31])[cH:29][cH:30]3)[CH2:21][NH:22][CH2:23][CH2:24]2)[CH3:32])[cH:7][c:8]([C:10]([F:11])([F:12])[F:13])[cH:9]1)([F:33])[F:34]>>[F:2][C:3]([c:4]1[cH:5][c:6]([N:14]([C:15](=[O:16])[N:17]([CH3:18])[CH:19]2[CH:20]([c:25]3[cH:26][cH:27][c:28]([F:31])[cH:29][cH:30]3)[CH2:21][N:22]([C:35]([O:36][CH3:37])=[O:38])[CH2:23][CH2:24]2)[CH3:32])[cH:7][c:8]([C:10]([F:11])([F:12])[F:13])[cH:9]1)([F:33])[F:34]. Reactants: CSC1=NN=C(O1)C(=O)C1CCNCC1 (4-(5-methylthio-1,3,4-oxadiazole-2-carbonyl)-piperidine), ClC1=NC2=CC(=C(C=C2C(=N1)N)OC)OC (2-chloro-4-amino-6,7-dimethoxy-quinazoline). The solvent is C(CC(C)C)O (isoamyl alcohol). Yields the product NC1=NC(=NC2=CC(=C(C=C12)OC)OC)N1CCC(CC1)C(=O)C=1OC(=NN1)SC (4-amino-6,7-dimethoxy-2-[4-(5-methylthio-1,3,4-oxadiazole-2-carbonyl)-piperidino]-quinazoline). Reaction SMILES: [CH3:1][S:2][C:3]1[O:7][C:6]([C:8]([CH:10]2[CH2:15][CH2:14][NH:13][CH2:12][CH2:11]2)=[O:9])=[N:5][N:4]=1.Cl[C:17]1[N:26]=[C:25]([NH2:27])[C:24]2[C:19](=[CH:20][C:21]([O:30][CH3:31])=[C:22]([O:28][CH3:29])[CH:23]=2)[N:18]=1>C(O)CC(C)C>[NH2:27][C:25]1[C:24]2[C:19](=[CH:20][C:21]([O:30][CH3:31])=[C:22]([O:28][CH3:29])[CH:23]=2)[N:18]=[C:17]([N:13]2[CH2:14][CH2:15][CH:10]([C:8]([C:6]3[O:7][C:3]([S:2][CH3:1])=[N:4][N:5]=3)=[O:9])[CH2:11][CH2:12]2)[N:26]=1. Reported procedure: 2.13 g of 4-(5-methylthio-1,3,4-oxadiazole-2-carbonyl)-piperidine and 2.4 g of 2-chloro-4-amino-6,7-dimethoxy-quinazoline in 50 cm3 of isoamyl alcohol are heated under reflux for 8 hours with stirring. After cooling and concentration, 3.9 g of product are isolated, which are purified by recrystallisation from ethanol. Reactants: NC1=NC=C(C=C1)Cl (2-amino-5-chloropyridine), C([O-])([O-])=O.[Na+].[Na+] (sodium carbonate), Cl (hydrogen chloride), P(=O)(Cl)(Cl)Cl (phosphorus oxychloride), polyphosphoric acid, four. Run in O (water), C(Cl)(Cl)Cl (chloroform). Yields the product CC=1N=C2N(C(C1CC)=O)C=C(C=C2)Cl (2-methyl-3-ethyl-7-chloro-4-oxo-4H-pyrido[1,2-a]pyrimidine). The yield is 91.0%. As a reaction SMILES: [NH2:1][C:2]1[CH:7]=[CH:6][C:5]([Cl:8])=[CH:4][N:3]=1.P(Cl)(Cl)(Cl)=O.Cl.[C:15](=[O:18])([O-])[O-].[Na+].[Na+]>C(Cl)(Cl)Cl.O>[CH3:4][C:5]1[N:1]=[C:2]2[CH:7]=[CH:6][C:5]([Cl:8])=[CH:4][N:3]2[C:15](=[O:18])[C:6]=1[CH2:7][CH3:2] |f:3.4.5|. Procedure details: 12.8 g. of 2-amino-5-chloropyridine are reacted with 15.8 g. of ethyl-2-ethylacetacetate in a mixture of 46 g. of phosphorus oxychloride and 7 g. of polyphosphoric acid at 120° to 130° C. for 3 hours. The initially violent hydrogen chloride gas evolution gradually ceases. The reaction mixture is treated with 100 ml. of water at 70° to 80° C. Upon cooling the pH-value of the mixture is adjusted to neutral with sodium carbonate. The aqueous reaction mixture is shaken with four 100-ml. portions of ... The reactants are [Cl-], [Cl-], Cl, CCOC(=O)c1cn2c3c(c(Br)c(F)cc3c1=O)OCC2C, C1CCOC1, [Zn+2], [Li]c1ccccc1. Product: CCOC(=O)c1cn2c3c(c(-c4ccccc4)c(F)cc3c1=O)OCC2C. Reaction SMILES: [Cl-:36].[Cl-:38].[ClH:30].[F:8][c:9]1[c:10]([Br:29])[c:11]2[c:12]3[n:13]([cH:18][c:19]([C:24](=[O:25])[O:26][CH2:27][CH3:28])[c:20](=[O:23])[c:21]3[cH:22]1)[CH:14]([CH3:17])[CH2:15][O:16]2.[O:31]1[CH2:32][CH2:33][CH2:34][CH2:35]1.[Zn+2:37].[c:1]1([Li:7])[cH:2][cH:3][cH:4][cH:5][cH:6]1>>[c:1]1(-[c:10]2[c:9]([F:8])[cH:22][c:21]3[c:12]4[c:11]2[O:16][CH2:15][CH:14]([CH3:17])[n:13]4[cH:18][c:19]([C:24](=[O:25])[O:26][CH2:27][CH3:28])[c:20]3=[O:23])[cH:2][cH:3][cH:4][cH:5][cH:6]1. Reactants: ClC=1C=C(C(=NC1Cl)OC)N1C(C=CC2=CC(=CC=C12)S(=O)(=O)NC1=NOC=C1)=O (1-(5,6-dichloro-2-methoxypyridin-3-yl)-N-(isoxazol-3-yl)-2-oxo-1,2-dihydroquinoline-6-sulfonamide), Cl.FC1(CNC1)F (3,3-difluoroazetidine hydrochloride), C([O-])([O-])=O.[K+].[K+] (potassium carbonate). The solvent is CS(=O)C (DMSO). Conditions: temperature 130 celsius, time 8 hour. The product is ClC=1C=C(C(=NC1N1CC(C1)(F)F)OC)N1C(C=CC2=CC(=CC=C12)S(=O)(=O)NC1=NOC=C1)=O (1-(5-chloro-6-(3,3-difluoroazetidin-1-yl)-2-methoxypyridin-3-yl)-N-(isoxazol-3-yl)-2-oxo-1,2-dihydroquinoline-6-sulfonamide). Isolated yield 34.1%. RXN SMILES: [Cl:1][C:2]1[CH:3]=[C:4]([N:11]2[C:20]3[C:15](=[CH:16][C:17]([S:21]([NH:24][C:25]4[CH:29]=[CH:28][O:27][N:26]=4)(=[O:23])=[O:22])=[CH:18][CH:19]=3)[CH:14]=[CH:13][C:12]2=[O:30])[C:5]([O:9][CH3:10])=[N:6][C:7]=1Cl.Cl.[F:32][C:33]1([F:37])[CH2:36][NH:35][CH2:34]1.C(=O)([O-])[O-].[K+].[K+]>CS(C)=O>[Cl:1][C:2]1[CH:3]=[C:4]([N:11]2[C:20]3[C:15](=[CH:16][C:17]([S:21]([NH:24][C:25]4[CH:29]=[CH:28][O:27][N:26]=4)(=[O:23])=[O:22])=[CH:18][CH:19]=3)[CH:14]=[CH:13][C:12]2=[O:30])[C:5]([O:9][CH3:10])=[N:6][C:7]=1[N:35]1[CH2:36][C:33]([F:37])([F:32])[CH2:34]1 |f:1.2,3.4.5|. Procedure: A vial was charged with 1-(5,6-dichloro-2-methoxypyridin-3-yl)-N-(isoxazol-3-yl)-2-oxo-1,2-dihydroquinoline-6-sulfonamide (0.100 g, 0.214 mmol), 3,3-difluoroazetidine hydrochloride (0.055 ml, 0.428 mmol), and potassium carbonate (0.053 g, 0.384 mmol). DMSO (1.070 ml) was added and the reaction was stirred at 130° C. overnight. The reaction was filtered through a syringe filter. The resulting solution was purified via reverse phase HPLC (Xbridge 19×100 mm, 10 um, 40 ml/min, 25-85% 0.1% TFA in Ace... The reactants are C[Si](C)(C)I, CO, CC#N, O=C(NCCCCC(NS(=O)(=O)N1CCN(c2ccc(Cl)cc2)CC1)C(=O)NO)OCc1ccccc1. The product is NCCCCC(NS(=O)(=O)N1CCN(c2ccc(Cl)cc2)CC1)C(=O)NO. Reaction SMILES: [CH3:1][Si:2]([I:3])([CH3:4])[CH3:5].[CH3:43][OH:44].[CH3:45][C:46]#[N:47].[OH:6][NH:7][C:8]([CH:9]([CH2:10][CH2:11][CH2:12][CH2:13][NH:14][C:15]([O:16][CH2:17][c:18]1[cH:19][cH:20][cH:21][cH:22][cH:23]1)=[O:24])[NH:25][S:26](=[O:27])(=[O:28])[N:29]1[CH2:30][CH2:31][N:32]([c:35]2[cH:36][cH:37][c:38]([Cl:41])[cH:39][cH:40]2)[CH2:33][CH2:34]1)=[O:42]>>[OH:6][NH:7][C:8]([CH:9]([CH2:10][CH2:11][CH2:12][CH2:13][NH2:14])[NH:25][S:26](=[O:27])(=[O:28])[N:29]1[CH2:30][CH2:31][N:32]([c:35]2[cH:36][cH:37][c:38]([Cl:41])[cH:39][cH:40]2)[CH2:33][CH2:34]1)=[O:42].